This data is from the Open Reaction Database (ORD), a public repository of structured organic reaction records. The task is: describe an organic reaction: reactants, conditions, products, and yield The reactants are BrC=1C=C(C(=O)OC)C=CC1Cl (Methyl 3-bromo-4-chlorobenzoate), NN (hydrazine). Solvent: CO (methanol). Run at temperature 70 celsius. Yields the product BrC=1C=C(C(=O)NN)C=CC1Cl (3-bromo-4-chlorobenzohydrazide). Isolated yield 25.0%. Reaction SMILES: [Br:1][C:2]1[CH:3]=[C:4]([CH:9]=[CH:10][C:11]=1[Cl:12])[C:5](OC)=[O:6].[NH2:13][NH2:14]>CO>[Br:1][C:2]1[CH:3]=[C:4]([CH:9]=[CH:10][C:11]=1[Cl:12])[C:5]([NH:13][NH2:14])=[O:6]. Procedure details: Methyl 3-bromo-4-chlorobenzoate (120 mg, 0.481 mmol) was added to hydrazine (23.12 mg, 0.721 mmol) in methanol (8 mL) and refluxed for 12 h at 70° C. Reaction was monitored by TLC. After completion of the reaction, the solvent was removed by vacuum and then compound was purified by column chromatography affording the title compound (30 mg). 1H NMR (400 MHz, CDCl3): δ 8.02 (d, 1H, J=1.6 Hz), 7.60 (dd, 1H, J=2.0 & 8.0 Hz), 7.52 (d, 1H, J=8.0 Hz), ESI-MS: 250.9 [M+H]+. Starting materials: IC1=C(SC=C1)C1=NC(=NC=C1)NCCN1C(NC(C1(C)C)=O)=O (1-(2-(4-(3-iodothiophen-2-yl)pyrimidin-2-ylamino)ethyl)-5,5-dimethylimidazolidine-2,4-dione), [F-].[K+] (potassium fluoride), C(C)[Si](C(F)(F)F)(CC)CC (triethyl(trifluoromethyl)silane), CN(C)C=O (DMF). The reagents and catalysts are [Cu]I (copper (I) iodide). The solvent is CN1CCCC1=O (NMP), ClCCl (dichloromethane). Run at temperature 80 celsius, time 72 hour. The product is CC1(C(NC(N1CCNC1=NC=CC(=N1)C=1SC=CC1C(F)(F)F)=O)=O)C (5,5-Dimethyl-1-(2-((4-(3-(trifluoromethyl)-2-thienyl)-2-pyrimidinyl)amino)ethyl)-2,4-imidazolidinedione). RXN SMILES: I[C:2]1[CH:6]=[CH:5][S:4][C:3]=1[C:7]1[CH:12]=[CH:11][N:10]=[C:9]([NH:13][CH2:14][CH2:15][N:16]2[C:20]([CH3:22])([CH3:21])[C:19](=[O:23])[NH:18][C:17]2=[O:24])[N:8]=1.[F-].[K+].C([Si](CC)(CC)[C:30]([F:33])([F:32])[F:31])C.CN(C=O)C>ClCCl.[Cu]I.CN1C(=O)CCC1>[CH3:21][C:20]1([CH3:22])[N:16]([CH2:15][CH2:14][NH:13][C:9]2[N:8]=[C:7]([C:3]3[S:4][CH:5]=[CH:6][C:2]=3[C:30]([F:33])([F:32])[F:31])[CH:12]=[CH:11][N:10]=2)[C:17](=[O:24])[NH:18][C:19]1=[O:23] |f:1.2|. Procedure: A sealed tube charged with 1-(2-(4-(3-iodothiophen-2-yl)pyrimidin-2-ylamino)ethyl)-5,5-dimethylimidazolidine-2,4-dione (0.300 g, 0.656 mmol), copper (I) iodide (0.275 g, 1.44 mmol), spray-dried potassium fluoride (0.075 g, 1.3 mmol), triethyl(trifluoromethyl)silane (0.25 mL, 1.3 mmol), DMF (1.0 mL), and NMP (1.0 mL) was heated to 80° C. and allowed to stir for 72 h. At that time, the mixture was diluted with 20 mL dichloromethane and filtered. The pale green filtrate was then purified through Ce... The reactants are C(=O)(OCC)CCCCC=1C(CCC1)=O (2-(4-carbethoxybutyl)-2-cyclopentenone), [K+].[Br-] (KBr), ( 12,020 ), C(=O)(OCC)CCCCC=1C(CCC1)=O.C=1C(=CC=[N+](C1)C[N+]2=CC=C(C=C2)/C=N/O)/C=N/O.[Br-].[Br-] (2-(4-carbethoxybutyl)-2-cyclopentenone methoxime), [H-].C(C(C)C)[Al+]CC(C)C (diisobutyl aluminum hydride). Yields the product OCCCCCC1CC=CC1=O.C=1C(=CC=[N+](C1)C[N+]2=CC=C(C=C2)/C=N/O)/C=N/O.[Br-].[Br-] (5-(hydroxypentyl)-2-cyclopentenone methoxime). Reaction SMILES: [C:1]([CH2:6][CH2:7][CH2:8][CH2:9][C:10]1[C:11](=[O:15])[CH2:12][CH2:13][CH:14]=1)(OCC)=[O:2].C(CCCCC1C(=O)CCC=1)(OCC)=O.[CH:31]1[C:32](/[CH:47]=[N:48]/[OH:49])=[CH:33][CH:34]=[N+:35]([CH2:37][N+:38]2[CH:43]=[CH:42][C:41](/[CH:44]=[N:45]/[OH:46])=[CH:40][CH:39]=2)[CH:36]=1.[Br-:50].[Br-].[H-].C([Al+]CC(C)C)C(C)C.[K+].[Br-]>>[OH:2][CH2:1][CH2:6][CH2:7][CH2:8][CH2:9][CH:10]1[C:11](=[O:15])[CH:12]=[CH:13][CH2:14]1.[CH:33]1[C:32](/[CH:47]=[N:48]/[OH:49])=[CH:31][CH:36]=[N+:35]([CH2:37][N+:38]2[CH:39]=[CH:40][C:41](/[CH:44]=[N:45]/[OH:46])=[CH:42][CH:43]=2)[CH:34]=1.[Br-:50].[Br-:50] |f:1.2.3.4,5.6,7.8,9.10.11.12|. Procedure details: Treatment of 2-(4-carbethoxybutyl)-2-cyclopentenone as methoxime (Example 24) with diisobutyl aluminum hydride in the manner described in Example 17 gives crystals, m.p. 33°-35° C. IR (KBr) 3420, 1630, 1050, 886 cm-1. λmaxMeOH 243 (12,020). Starting materials: Cl.CN(CCN1C(N2C3=C(C=CC=C3C=3C4=C(C=CC23)C(CCC4)=O)C1=O)=O)C (12,13-Dihydro-5-[2-(dimethylamino)ethyl]-4H-benzo[c]pyrimido[5,6,1-jk]carbazole-4,6,10(5H,11H)-trione hydrochloride). Reagents/catalysts: [C].[Pd] (palladium-carbon). Solvent: O (water), CO (methanol), Cl (hydrochloric acid). The product is CN(CCN1C(N2C3=C(C=CC=C3C=3C4=C(C=CC23)C(CCC4)O)C1=O)=O)C (5-[2-(Dimethylamino)ethyl]-10-hydroxy-10,11,12,13-tetrahydro-4H-benzo[c]pyrimido[5,6,1-jk]carbazole-4,6(5H)-dione). Isolated yield 77.3%. As a reaction SMILES: Cl.[CH3:2][N:3]([CH3:29])[CH2:4][CH2:5][N:6]1[C:26](=[O:27])[C:10]2[CH:11]=[CH:12][CH:13]=[C:14]3[C:15]4[C:16]5[CH2:24][CH2:23][CH2:22][C:21](=[O:25])[C:17]=5[CH:18]=[CH:19][C:20]=4[N:8]([C:9]=23)[C:7]1=[O:28]>O.CO.Cl.[C].[Pd]>[CH3:2][N:3]([CH3:29])[CH2:4][CH2:5][N:6]1[C:26](=[O:27])[C:10]2[CH:11]=[CH:12][CH:13]=[C:14]3[C:15]4[C:16]5[CH2:24][CH2:23][CH2:22][CH:21]([OH:25])[C:17]=5[CH:18]=[CH:19][C:20]=4[N:8]([C:9]=23)[C:7]1=[O:28] |f:0.1,5.6|. Reported procedure: 0.5 g (1.2 mmol) of the compound of Example 4 was dissolved in a mixture of water (50 ml) with methanol (25 ml) and 1.2 ml of 1 N hydrochloric acid was added thereto. Next, hydrogenation was effected in the presence of palladium-carbon under a hydrogen pressure of about 4.5 kg/cm2. After confirming the completion of the reaction by thin layer chromatography, the catalyst was filtered off and the residue was concentrated to about 2/3. After adding 50 ml of water and 5 ml of conc. aqueous ammonia ... Starting materials: C1CCOC1, CCOC(=O)CC(=O)N(C)c1ccc(-c2ccccc2)cc1, CO, Cl, [Li+], [OH-], O, O. Yields the product CN(C(=O)CC(=O)O)c1ccc(-c2ccccc2)cc1. RXN SMILES: [CH2:26]1[O:27][CH2:28][CH2:29][CH2:30]1.[CH2:4]([CH3:5])[O:6][C:7]([CH2:8][C:9](=[O:10])[N:11]([CH3:12])[c:13]1[cH:14][cH:15][c:16](-[c:19]2[cH:20][cH:21][cH:22][cH:23][cH:24]2)[cH:17][cH:18]1)=[O:25].[CH3:32][OH:33].[ClH:31].[Li+:2].[OH-:1].[OH2:34].[OH2:3]>>[O:6]=[C:7]([CH2:8][C:9](=[O:10])[N:11]([CH3:12])[c:13]1[cH:14][cH:15][c:16](-[c:19]2[cH:20][cH:21][cH:22][cH:23][cH:24]2)[cH:17][cH:18]1)[OH:25]. Starting materials: CC(C)(C)OC(=O)n1nc(C=Cc2ccccc2Br)c2ccccc21, CC(=O)N1CCNCC1, O=C([O-])[O-], CCOC(C)=O, Cc1ccccc1, CC(C)c1cc(C(C)C)c(-c2ccccc2P(C2CCCCC2)C2CCCCC2)c(C(C)C)c1, [K+], [K+], O=C(C=Cc1ccccc1)C=Cc1ccccc1, O=C(C=Cc1ccccc1)C=Cc1ccccc1, O=C(C=Cc1ccccc1)C=Cc1ccccc1, O, [Pd], [Pd]. The product is CC(=O)N1CCN(c2ccccc2C=Cc2nn(C(=O)OC(C)(C)C)c3ccccc23)CC1. RXN SMILES: [C:1]([CH3:2])([CH3:3])([CH3:4])[O:5][C:6](=[O:7])[n:8]1[n:9][c:10]([CH:17]=[CH:18][c:19]2[c:20]([Br:25])[cH:21][cH:22][cH:23][cH:24]2)[c:11]2[cH:12][cH:13][cH:14][cH:15][c:16]12.[C:26]([CH3:27])(=[O:28])[N:29]1[CH2:30][CH2:31][NH:32][CH2:33][CH2:34]1.[C:35](=[O:36])([O-:37])[O-:38].[CH3:138][CH2:139][O:140][C:141](=[O:142])[CH3:143].[CH3:75][c:76]1[cH:77][cH:78][cH:79][cH:80][cH:81]1.[CH:41]1([P:42]([CH:43]2[CH2:44][CH2:45][CH2:46][CH2:47][CH2:48]2)[c:49]2[cH:50][cH:51][cH:52][cH:53][c:54]2-[c:55]2[c:56]([CH:57]([CH3:58])[CH3:59])[cH:60][c:61]([CH:62]([CH3:63])[CH3:64])[cH:65][c:66]2[CH:67]([CH3:68])[CH3:69])[CH2:70][CH2:71][CH2:72][CH2:73][CH2:74]1.[K+:39].[K+:40].[O:102]=[C:103]([CH:104]=[CH:105][c:106]1[cH:107][cH:108][cH:109][cH:110][cH:111]1)[CH:112]=[CH:113][c:114]1[cH:115][cH:116][cH:117][cH:118][cH:119]1.[O:120]=[C:121]([CH:122]=[CH:123][c:124]1[cH:125][cH:126][cH:127][cH:128][cH:129]1)[CH:130]=[CH:131][c:132]1[cH:133][cH:134][cH:135][cH:136][cH:137]1.[O:84]=[C:85]([CH:86]=[CH:87][c:88]1[cH:89][cH:90][cH:91][cH:92][cH:93]1)[CH:94]=[CH:95][c:96]1[cH:97][cH:98][cH:99][cH:100][cH:101]1.[OH2:144].[Pd:82].[Pd:83]>>[C:1]([CH3:2])([CH3:3])([CH3:4])[O:5][C:6](=[O:7])[n:8]1[n:9][c:10]([CH:17]=[CH:18][c:19]2[c:20]([N:32]3[CH2:31][CH2:30][N:29]([C:26]([CH3:27])=[O:28])[CH2:34][CH2:33]3)[cH:21][cH:22][cH:23][cH:24]2)[c:11]2[cH:12][cH:13][cH:14][cH:15][c:16]12.